From a dataset of the Open Reaction Database (ORD), a public repository of structured organic reaction records. describe an organic reaction: reactants, conditions, products, and yield The reactants are CN(C1=CC=CC=C1)CCOC1=CC=C(CO)C=C1 (4-[2-(N-methyl-N-phenylamino)ethoxy]benzyl alcohol). The reagents and catalysts are [O-2].[Mn+4].[O-2] (manganese (IV) oxide). Run in ClCCl (dichloromethane). Conditions: time 8 hour. The product is CN(C1=CC=CC=C1)CCOC1=CC=C(C=O)C=C1 (4-[2-(N-Methyl-N-phenylamino)ethoxy]benzaldehyde). Reaction SMILES: [CH3:1][N:2]([CH2:9][CH2:10][O:11][C:12]1[CH:19]=[CH:18][C:15]([CH2:16][OH:17])=[CH:14][CH:13]=1)[C:3]1[CH:8]=[CH:7][CH:6]=[CH:5][CH:4]=1>[O-2].[Mn+4].[O-2].ClCCl>[CH3:1][N:2]([CH2:9][CH2:10][O:11][C:12]1[CH:13]=[CH:14][C:15]([CH:16]=[O:17])=[CH:18][CH:19]=1)[C:3]1[CH:4]=[CH:5][CH:6]=[CH:7][CH:8]=1 |f:1.2.3|. Procedure: A mixture of 4-[2-(N-methyl-N-phenylamino)ethoxy]benzyl alcohol (3.36 g), manganese (IV) oxide (11.3 g) and dichloromethane (150 ml) were stirred at room temperature overnight. The mixture was filtered through a Soxhlet thimble and the residue extracted with refluxing dichloromethane for 2.5 hours. The solvent was evaporated to afford the title compound, an oil, which was used without further purification. Procedure details: A solution of 3.50 g 8-(allylmethylamino)-1,4-dioxaspiro[4.5]decane-8-carbonitrile in 35 ml analytical grade tetrahydrofuran was added dropwise to 14.8 ml 2.0 molar benzylmagnesium chloride solution in THF under a nitrogen atmosphere and the mixture was stirred overnight at room temperature. For working up, 25 ml saturated ammonium chloride solution were added, while cooling with ice, the phases were separated, the aqueous phase was extracted three times with 25 ml diethyl ether each time, the c... The product is C(C=C)NCC1(CCC2(OCCO2)CC1)CC1=CC=CC=C1 (allyl-(8-benzyl-1,4-dioxaspiro[4.5]dec-8-yl)methylamine). Starting materials: C(C=C)CNC1(CCC2(OCCO2)CC1)C#N (8-(allylmethylamino)-1,4-dioxaspiro[4.5]decane-8-carbonitrile), C(C1=CC=CC=C1)[Mg]Cl (benzylmagnesium chloride), C1CCOC1 (THF), O1CCCC1 (tetrahydrofuran), [Cl-].[NH4+] (ammonium chloride). As a reaction SMILES: C(CN[C:6]1([C:16]#[N:17])[CH2:15][CH2:14][C:9]2([O:13][CH2:12][CH2:11][O:10]2)[CH2:8][CH2:7]1)C=C.[CH2:18]([Mg]Cl)[C:19]1[CH:24]=[CH:23][CH:22]=[CH:21][CH:20]=1.[Cl-].[NH4+].[CH2:29]1[CH2:33]OC[CH2:30]1>>[CH2:33]([NH:17][CH2:16][C:6]1([CH2:18][C:19]2[CH:24]=[CH:23][CH:22]=[CH:21][CH:20]=2)[CH2:7][CH2:8][C:9]2([O:10][CH2:11][CH2:12][O:13]2)[CH2:14][CH2:15]1)[CH:29]=[CH2:30] |f:2.3|. Run at time 8 hour.